From a dataset of the Open Reaction Database (ORD), a public repository of structured organic reaction records. describe an organic reaction: reactants, conditions, products, and yield Reactants: C[Si]([N-][Si](C)(C)C)(C)C.[Li+] (Lithium hexamethyldisilazide), O=C1C=C2CCN(C[C@]2(CC1)C(=O)OC)C(=O)OC(C)(C)C ((R)-2-tert-butyl 8a-methyl 6-oxo-3,4,6,7,8,8a-hexahydroisoquinoline-2,8a(1H)-dicarboxylate), Cl (hydrochloric acid), C(=O)OCC(F)(F)F (2,2,2-trifluoroethyl formate). Run in CCOCC (ether), C(C)OCC (diethyl ether), O (water), C(C)(=O)OCC (ethyl acetate). Conditions: temperature -78 celsius, time 2 hour. Product: O\C=C\1/C(C=C2CCN(C[C@]2(C1)C(=O)OC)C(=O)OC(C)(C)C)=O ((R,Z)-2-tert-butyl 8a-methyl 7-(hydroxymethylene)-6-oxo-3,4,6,7,8,8a-hexahydroisoquinoline-2,8a(1H)-dicarboxylate). Isolated yield 100.0%. Reaction SMILES: C[Si](C)(C)[N-][Si](C)(C)C.[Li+].[O:11]=[C:12]1[CH2:21][CH2:20][C@@:19]2([C:22]([O:24][CH3:25])=[O:23])[C:14]([CH2:15][CH2:16][N:17]([C:26]([O:28][C:29]([CH3:32])([CH3:31])[CH3:30])=[O:27])[CH2:18]2)=[CH:13]1.[CH:33](OCC(F)(F)F)=[O:34].Cl>CCOCC.C(OCC)(=O)C.O>[OH:34]/[CH:33]=[C:21]1\[C:12](=[O:11])[CH:13]=[C:14]2[C@:19]([C:22]([O:24][CH3:25])=[O:23])([CH2:20]\1)[CH2:18][N:17]([C:26]([O:28][C:29]([CH3:32])([CH3:31])[CH3:30])=[O:27])[CH2:16][CH2:15]2 |f:0.1|. Procedure: Lithium hexamethyldisilazide (12.93 ml, 12.93 mmol) was added to diethyl ether (20 mL) at −78° C. (R)-2-tert-butyl 8a-methyl 6-oxo-3,4,6,7,8,8a-hexahydroisoquinoline-2,8a(1H)-dicarboxylate (WO2005087769) (1.0 g, 3.23 mmol) in ether (5 mL) was added followed by the addition of 2,2,2-trifluoroethyl formate (2.51 ml, 25.9 mmol) after 20 minutes. The reaction was stirred at −78° C. for 2 hours then allowed to slowly warm to room temperature. 1M hydrochloric acid (8 mL) was added, followed by water (... Starting materials: BrC1=CC=CC(=N1)CCO (2-(6-Bromopyridin-2-yl)ethanol), O (water), [H-].[Na+] (sodium hydride), CI (methyl iodide). Run in O1CCCC1 (tetrahydrofuran), C(C)(=O)OCC (Ethyl acetate), O1CCCC1 (tetrahydrofuran). Run at time 45 minute. Product: BrC1=NC(=CC=C1)CCOC (2-Bromo-6-(2-methoxyethyl)pyridine). Reaction SMILES: [H-].[Na+].[Br:3][C:4]1[N:9]=[C:8]([CH2:10][CH2:11][OH:12])[CH:7]=[CH:6][CH:5]=1.[CH3:13]I.O>O1CCCC1.C(OCC)(=O)C>[Br:3][C:4]1[CH:5]=[CH:6][CH:7]=[C:8]([CH2:10][CH2:11][O:12][CH3:13])[N:9]=1 |f:0.1|. Reported procedure: A solution of sodium hydride (59 mg, 1.49 mmol) in tetrahydrofuran (2 ml) was cooled to 0° C. in an ice bath. 2-(6-Bromopyridin-2-yl)ethanol (Example 235 Step 3) (100 mg, 0.49 mmol) in tetrahydrofuran (2 ml) was added dropwise and the reaction was allowed to warm to room temperature. After 45 minutes at room temperature, the reaction was cooled to 0° C., followed by the addition of methyl iodide (0.09 ml, 1.49 mmol). The reaction was then allowed to warm to room temperature. Upon completion, the... The reactants are CCCc1nc(CC)n(-c2ccc(OCC(C)(C)O)cc2)c(=O)c1Cc1ccc(-c2ccccc2C#N)cc1, CI, CN(C)C=O, CCOC(C)=O, [H-], [Na+]. The product is CCCc1nc(CC)n(-c2ccc(OCC(C)(C)OC)cc2)c(=O)c1Cc1ccc(-c2ccccc2C#N)cc1. As a reaction SMILES: [CH2:1]([CH3:2])[c:3]1[n:4](-[c:28]2[cH:29][cH:30][c:31]([O:34][CH2:35][C:36]([CH3:37])([CH3:38])[OH:39])[cH:32][cH:33]2)[c:5](=[O:27])[c:6]([CH2:12][c:13]2[cH:14][cH:15][c:16](-[c:19]3[c:20]([C:25]#[N:26])[cH:21][cH:22][cH:23][cH:24]3)[cH:17][cH:18]2)[c:7]([CH2:9][CH2:10][CH3:11])[n:8]1.[CH3:42][I:43].[CH3:44][N:45]([CH3:46])[CH:47]=[O:48].[CH3:49][CH2:50][O:51][C:52](=[O:53])[CH3:54].[H-:40].[Na+:41]>>[CH2:1]([CH3:2])[c:3]1[n:4](-[c:28]2[cH:29][cH:30][c:31]([O:34][CH2:35][C:36]([CH3:37])([CH3:38])[O:39][CH3:42])[cH:32][cH:33]2)[c:5](=[O:27])[c:6]([CH2:12][c:13]2[cH:14][cH:15][c:16](-[c:19]3[c:20]([C:25]#[N:26])[cH:21][cH:22][cH:23][cH:24]3)[cH:17][cH:18]2)[c:7]([CH2:9][CH2:10][CH3:11])[n:8]1. The reactants are C([O-])([O-])=O.[K+].[K+] (Potassium carbonate), ClC1=C(CBr)C=CC=C1 (2-chlorobenzyl bromide), C1(CCCCC1)N1C(NC(C(=C1O)C(=O)NCC(=O)OCC)=O)=O (ethyl N-[(1-cyclohexyl-6-hydroxy-2,4-dioxo-1,2,3,4-tetrahydro-5-pyrimidinyl)carbonyl]glycinate), Cl (hydrochloric acid). The solvent is CN(C=O)C (dimethylformamide). Conditions: time 8 hour. The product is ClC1=C(C=CC=C1)CN1C(N(C(=C(C1=O)C(=O)NCC(=O)O)O)C1CCCCC1)=O (N-({3-[(2-Chlorophenyl)methyl]-1-cyclohexyl-6-hydroxy-2,4-dioxo-1,2,3,4-tetrahydro-5-pyrimidinyl}carbonyl)glycine). The yield is 44.3%. RXN SMILES: [CH:1]1([N:7]2[C:12]([OH:13])=[C:11]([C:14]([NH:16][CH2:17][C:18]([O:20]CC)=[O:19])=[O:15])[C:10](=[O:23])[NH:9][C:8]2=[O:24])[CH2:6][CH2:5][CH2:4][CH2:3][CH2:2]1.C(=O)([O-])[O-].[K+].[K+].[Cl:31][C:32]1[CH:39]=[CH:38][CH:37]=[CH:36][C:33]=1[CH2:34]Br.Cl>CN(C)C=O>[Cl:31][C:32]1[CH:39]=[CH:38][CH:37]=[CH:36][C:33]=1[CH2:34][N:9]1[C:10](=[O:23])[C:11]([C:14]([NH:16][CH2:17][C:18]([OH:20])=[O:19])=[O:15])=[C:12]([OH:13])[N:7]([CH:1]2[CH2:2][CH2:3][CH2:4][CH2:5][CH2:6]2)[C:8]1=[O:24] |f:1.2.3|. Procedure details: A mixture of ethyl N-[(1-cyclohexyl-6-hydroxy-2,4-dioxo-1,2,3,4-tetrahydro-5-pyrimidinyl)carbonyl]glycinate (340 mg, 1.0 mmoles), pulv. Potassium carbonate (740 mg, 5.35 mmoles) and 2-chlorobenzyl bromide (300 mg, 1.5 mmoles) in dimethylformamide (5 mL) was vigorously stirred at 100° C. for 3 hours. The mixture was poured into 1 molar hydrochloric acid and extracted with ethyl acetate. The organic solution was washed with 1 molar hydrochloric acid and evaporated. The residue was purified by flas...